This data is from the Open Reaction Database (ORD), a public repository of structured organic reaction records. The task is: describe an organic reaction: reactants, conditions, products, and yield Reactants: CC=1C(=NC=CC1)C#N (3-methyl-2-cyanopyridine), DMF acetal, CN(C)C=O (DMF), acetal. Conditions: time 5 day. Product: CN(C=CC=1C(=NC=CC1)C#N)C (N,N-dimethyl-2-(2-cyano-3-pyridyl)ethenamine). Yield: 56.0%. RXN SMILES: [CH3:1][C:2]1[C:3]([C:8]#[N:9])=[N:4][CH:5]=[CH:6][CH:7]=1.[CH3:10][N:11]([CH:13]=O)[CH3:12]>>[CH3:10][N:11]([CH3:13])[CH:12]=[CH:1][C:2]1[C:3]([C:8]#[N:9])=[N:4][CH:5]=[CH:6][CH:7]=1. Procedure: A solution of 3-methyl-2-cyanopyridine (20.0 g, 0.17 m), DMF (200 mL) and DMF acetal (30 mL, 0.25 m) was heated at 120° with stirring under N2 for 5 days. Additional acetal was periodically added in 5 mL aliquots (total 45 mL, 0.38 m). The solution was then evaporated to dryness to give a crude oil which solidified on standing. The solid was crystallized from ligroin to yield 16.5 g (56%) of N,N-dimethyl-2-(2-cyano-3-pyridyl)ethenamine. An analytical sample was prepared by recrystallization from... Reactants: CCOC(=O)C (EtOAc), FC(C=1C=C(C=CC1CN1CCN(CC1)C)NC(=O)N1C2=C(CCCC1)C=C(C=C2)O)(F)F (7-hydroxy-2,3,4,5-tetrahydro-benzo[b]azepine-1-carboxylic acid [3-trifluoromethyl-4-(4-methylpiperazin-1-ylmethyl)-phenyl]-amide), NC1=NC(=CC(=N1)Cl)Cl (2-amino-4,6-dichloro-pyrimidine), [OH-].[Na+] (NaOH). Solvent: O (water), CC(=O)C (acetone), O (H2O), CN1CCN(C1=O)C (DMEU). Reaction conditions: temperature 60 celsius, time 12 hour. The product is FC(C=1C=C(C=CC1CN1CCN(CC1)C)NC(=O)N1C2=C(CCCC1)C=C(C=C2)OC2=NC(=NC(=C2)Cl)N)(F)F (7-(2-Amino-6-chloro-pyrimidin-4-yloxy)-2,3,4,5-tetrahydro-benzo[b]azepine-1-carboxylic acid [3-trifluoromethyl-4-(4-methylpiperazin-1-ylmethyl)-phenyl]-amide). As a reaction SMILES: [F:1][C:2]([F:33])([F:32])[C:3]1[CH:4]=[C:5]([NH:17][C:18]([N:20]2[CH2:26][CH2:25][CH2:24][CH2:23][C:22]3[CH:27]=[C:28]([OH:31])[CH:29]=[CH:30][C:21]2=3)=[O:19])[CH:6]=[CH:7][C:8]=1[CH2:9][N:10]1[CH2:15][CH2:14][N:13]([CH3:16])[CH2:12][CH2:11]1.[NH2:34][C:35]1[N:40]=[C:39](Cl)[CH:38]=[C:37]([Cl:42])[N:36]=1.[OH-].[Na+].CCOC(C)=O>CC(C)=O.O.CN1C(=O)N(C)CC1>[F:33][C:2]([F:32])([F:1])[C:3]1[CH:4]=[C:5]([NH:17][C:18]([N:20]2[CH2:26][CH2:25][CH2:24][CH2:23][C:22]3[CH:27]=[C:28]([O:31][C:39]4[CH:38]=[C:37]([Cl:42])[N:36]=[C:35]([NH2:34])[N:40]=4)[CH:29]=[CH:30][C:21]2=3)=[O:19])[CH:6]=[CH:7][C:8]=1[CH2:9][N:10]1[CH2:11][CH2:12][N:13]([CH3:16])[CH2:14][CH2:15]1 |f:2.3|. Reported procedure: A mixture of 300 mg (0.65 mMol) of 7-hydroxy-2,3,4,5-tetrahydro-benzo[b]azepine-1-carboxylic acid [3-trifluoromethyl-4-(4-methylpiperazin-1-ylmethyl)-phenyl]-amide (Step 12.2), 106 mg (0.65 mMol) 2-amino-4,6-dichloro-pyrimidine and 26 mg (0.65 mMol) NaOH in 2 ml acetone, 2 ml H2O and 1.2 ml DMEU is stirred at 60° C. for 12 h. Then the suspension is dissolved by addition of water and EtOAc, the aqueous phase separated off and extracted twice with EtOAc. The organic layers are washed with water an... Reactants: C1CSCCN1, CCn1cc(C(=O)O)c(=O)c2cc(F)c(F)cc21, CC#N, CN(C)C=O. Yields the product CCn1cc(C(=O)O)c(=O)c2cc(F)c(N3CCSCC3)cc21. Reaction SMILES: [CH2:19]1[CH2:20][S:21][CH2:22][CH2:23][NH:24]1.[CH2:1]([CH3:2])[n:3]1[cH:4][c:5]([C:16](=[O:17])[OH:18])[c:6](=[O:15])[c:7]2[cH:8][c:9]([F:14])[c:10]([F:13])[cH:11][c:12]12.[CH3:25][C:26]#[N:27].[CH3:28][N:29]([CH3:30])[CH:31]=[O:32]>>[CH2:1]([CH3:2])[n:3]1[cH:4][c:5]([C:16](=[O:17])[OH:18])[c:6](=[O:15])[c:7]2[cH:8][c:9]([F:14])[c:10]([N:24]3[CH2:19][CH2:20][S:21][CH2:22][CH2:23]3)[cH:11][c:12]12. Reactants: NC1=C(C#N)C(=CC=C1)Cl (2-amino-6-chloro-benzonitrile), C([O-])(O)=O.[Na+] (sodium bicarbonate), P(=O)(Cl)(Cl)Cl (Phosphorus oxychloride), C1N(CCCC2=C1C=CC=C2)C(C)=O (1-(1,3,4,5-tetrahydro-2H-2-benzazepin-2-yl)ethanone). The solvent is ClCCl (dichloromethane), O (water), ClCCl (dichloromethane). Reaction conditions: time 20 minute. Product: ClC1=C(C#N)C(=CC=C1)N=C(C)N1CC2=C(CCC1)C=CC=C2 (2-Chloro-6-{[1-(1,3,4,5-tetrahydro-2H-2-benzazepin-2-yl)ethylidene]amino}benzonitrile). The yield is 63.9%. RXN SMILES: P(Cl)(Cl)(Cl)=O.[CH2:6]1[C:12]2[CH:13]=[CH:14][CH:15]=[CH:16][C:11]=2[CH2:10][CH2:9][CH2:8][N:7]1[C:17](=O)[CH3:18].[NH2:20][C:21]1[CH:28]=[CH:27][CH:26]=[C:25]([Cl:29])[C:22]=1[C:23]#[N:24].C(=O)(O)[O-].[Na+]>ClCCl.O>[Cl:29][C:25]1[CH:26]=[CH:27][CH:28]=[C:21]([N:20]=[C:17]([N:7]2[CH2:8][CH2:9][CH2:10][C:11]3[CH:16]=[CH:15][CH:14]=[CH:13][C:12]=3[CH2:6]2)[CH3:18])[C:22]=1[C:23]#[N:24] |f:3.4|. Procedure details: Phosphorus oxychloride (2.93 mL, 32.0 mmol) was added to a stirred solution of 1-(1,3,4,5-tetrahydro-2H-2-benzazepin-2-yl)ethanone (5.5 g, 29.0 mmol) in dry dichloromethane (100 mL) at 10° C. After that, the mixture was stirred for 20 minutes at room temperature. Then a solution of 2-amino-6-chloro-benzonitrile (4.43 g, 29.0 mmol) in dry dichloromethane (40 mL) was added and the resulting suspension was heated under reflux for 24 hours. After the reaction mixture was cooled to room temperature, ... Reactants: ClC1=CC=C(C=C1)NC(NC1C2C3CC4C2C4C3C1)=S (8-[3-(p-Chlorophenyl)thioureido]tetracyclo[4,3,0,02,4,03,7 ]nonane), N (ammonia), mercuric oxide. Solvent: C(C)O (ethanol). Conditions: time 15 minute. The product is ClC1=CC=C(C=C1)NC(NC1C2C3CC4C2C4C3C1)=N (8-[3-(p-chlorophenyl)guanidino]tetracyclo[4,3,0,02,4,03,7 ]nonane). Reaction SMILES: [Cl:1][C:2]1[CH:7]=[CH:6][C:5]([NH:8][C:9](=S)[NH:10][CH:11]2[CH2:19][CH:18]3[CH:13]4[CH2:14][CH:15]5[CH:17]3[CH:16]5[CH:12]24)=[CH:4][CH:3]=1.[NH3:21]>C(O)C>[Cl:1][C:2]1[CH:7]=[CH:6][C:5]([NH:8][C:9](=[NH:21])[NH:10][CH:11]2[CH2:19][CH:18]3[CH:13]4[CH2:14][CH:15]5[CH:17]3[CH:16]5[CH:12]24)=[CH:4][CH:3]=1. Reported procedure: 8-[3-(p-Chlorophenyl)thioureido]tetracyclo[4,3,0,02,4,03,7 ]nonane (0.30 g.) was dissolved in ethanol saturated with ammonia (100 ml.) at room temperature and stirred with yellow mercuric oxide (0.43 g.) for 6 hours. The mixture was then boiled for 15 minutes to remove excess ammonia, filtered and the filtrate evaporated to dryness. The solid residue was recrystallised from toluene/cyclohexane (1:2 v/v) to give 8-[3-(p-chlorophenyl)guanidino]tetracyclo[4,3,0,02,4,03,7 ]nonane, m.p. 170°-171°. Starting materials: ClC=1C=CC2=C(C(=C(O2)C(=O)OCC)C)C1 (ethyl 5-chloro-3-methyl-2-benzofurancarboxylate), BrC1C(=O)NC(C1)=O (bromosuccinimide). The reagents and catalysts are C(C1=CC=CC=C1)(=O)OOC(C1=CC=CC=C1)=O (benzoyl peroxide). Solvent: C(Cl)(Cl)(Cl)Cl (carbon tetrachloride). Yields the product BrCC1=C(OC2=C1C=C(C=C2)Cl)C(=O)OCC (ethyl 3-bromomethyl-5-chloro-2-benzofurancarboxylate). Yield: 75.6%. As a reaction SMILES: [Cl:1][C:2]1[CH:3]=[CH:4][C:5]2[O:9][C:8]([C:10]([O:12][CH2:13][CH3:14])=[O:11])=[C:7]([CH3:15])[C:6]=2[CH:16]=1.[Br:17]C1CC(=O)NC1=O>C(Cl)(Cl)(Cl)Cl.C(OOC(=O)C1C=CC=CC=1)(=O)C1C=CC=CC=1>[Br:17][CH2:15][C:7]1[C:6]2[CH:16]=[C:2]([Cl:1])[CH:3]=[CH:4][C:5]=2[O:9][C:8]=1[C:10]([O:12][CH2:13][CH3:14])=[O:11]. Procedure: A mixture of ethyl 5-chloro-3-methyl-2-benzofurancarboxylate (52.5 g, 0.22 mol), N bromosuccinimide (39.15 g, 0.22 mol) and benzoyl peroxide (0.4 g) in carbon tetrachloride (750 ml) was stirred and refluxed for 10 hours. The mixture was cooled, filtered and the filtrate was concentrated. The crude product was recrystallized from hexane to give 52.8 g (76%) of ethyl 3-bromomethyl-5-chloro-2-benzofurancarboxylate: mp 112°-114° C. Yields the product O=C1CN(c2ccc(CC3CCCC3)cc2O)S(=O)(=O)N1. As a reaction SMILES: [CH2:1]([c:2]1[cH:3][cH:4][cH:5][cH:6][cH:7]1)[O:8][c:9]1[c:10]([N:21]2[CH2:22][C:23](=[O:28])[NH:24][S:25]2(=[O:26])=[O:27])[cH:11][cH:12][c:13]([CH2:15][CH:16]2[CH2:17][CH2:18][CH2:19][CH2:20]2)[cH:14]1.[CH3:29][CH2:30][OH:31]>>[OH:8][c:9]1[c:10]([N:21]2[CH2:22][C:23](=[O:28])[NH:24][S:25]2(=[O:26])=[O:27])[cH:11][cH:12][c:13]([CH2:15][CH:16]2[CH2:17][CH2:18][CH2:19][CH2:20]2)[cH:14]1. The reactants are O=C1CN(c2ccc(CC3CCCC3)cc2OCc2ccccc2)S(=O)(=O)N1, CCO. The reactants are C1=CCCCC1 (cyclohexene), C1=CCCCC1 (cyclohexene), C(C)C1=CC=CC=C1 (ethylbenzene), ON1C(C=2C(C1=O)=CC=CC2)=O (N-hydroxyphthalimide), 4A. Procedure details: A mixture of 4 mmol of cyclohexene, 40 mmol of ethylbenzene, 0.4 mmol of N-hydroxyphthalimide, 0.2 mmol of molybdenum hexacarbonyl, 0.004 mmol of cobalt (II) acetate, 200 mg of Molecular Sieve 4A, and 2 ml of benzonitrile was stirred at 60° C. under an oxygen atmosphere (1 atm) for 12 hours. Gas chromatographic analysis of products in a reaction mixture revealed that cyclohexene was converted, at a rate of 84%, into cyclohexene oxide (yield: 72%), cyclohexanone (yield: 4%), and cyclohexanol (yie... The solvent is C(C1=CC=CC=C1)#N (benzonitrile). Yields the product C12C(CCCC1)O2 (cyclohexene oxide), C1(CCCCC1)=O (cyclohexanone), C1(CCCCC1)O (cyclohexanol). The yield is 2.0%. Conditions: temperature 60 celsius, time 12 hour. As a reaction SMILES: [CH:1]1[CH2:6][CH2:5][CH2:4][CH2:3][CH:2]=1.C([C:9]1[CH:14]=[CH:13][CH:12]=[CH:11][CH:10]=1)C.[OH:15]N1C(=O)C2=CC=CC=C2C1=O>[C-]#[O+].[C-]#[O+].[C-]#[O+].[C-]#[O+].[C-]#[O+].[C-]#[O+].[Mo].C([O-])(=O)C.[Co+2].C([O-])(=O)C.C(#N)C1C=CC=CC=1>[CH:1]12[O:15][CH:2]1[CH2:3][CH2:4][CH2:5][CH2:6]2.[C:9]1(=[O:15])[CH2:14][CH2:13][CH2:12][CH2:11][CH2:10]1.[CH:1]1([OH:15])[CH2:6][CH2:5][CH2:4][CH2:3][CH2:2]1 |f:3.4.5.6.7.8.9,10.11.12|. The reagents and catalysts are [C-]#[O+].[C-]#[O+].[C-]#[O+].[C-]#[O+].[C-]#[O+].[C-]#[O+].[Mo] (molybdenum hexacarbonyl), C(C)(=O)[O-].[Co+2].C(C)(=O)[O-] (cobalt (II) acetate).